From a dataset of the Open Reaction Database (ORD), a public repository of structured organic reaction records. describe an organic reaction: reactants, conditions, products, and yield Reactants: CCOC(C)=O, Nc1c([N+](=O)[O-])cc2ncsc2c1Br, O=NOS(=O)(=O)O, O=S(=O)(O)O. Yields the product O=[N+]([O-])c1cc(Br)c2scnc2c1. Reaction SMILES: [CH3:22][CH2:23][O:24][C:25]([CH3:26])=[O:27].[N+:1](=[O:2])([O-:3])[c:4]1[c:5]([NH2:14])[c:6]([Br:13])[c:7]2[c:8]([n:9][cH:10][s:11]2)[cH:12]1.[N:15]([O:16][S:17](=[O:18])(=[O:19])[OH:20])=[O:21].[S:28](=[O:29])(=[O:30])([OH:31])[OH:32]>>[N+:1](=[O:2])([O-:3])[c:4]1[cH:5][c:6]([Br:13])[c:7]2[c:8]([n:9][cH:10][s:11]2)[cH:12]1. The reactants are CC(=O)N1CCc2ccc(C#N)cc21, CO, [Na+], C1COCCO1, [OH-]. The product is N#Cc1ccc2c(c1)NCC2. RXN SMILES: [C:1](=[O:2])([CH3:3])[N:4]1[CH2:5][CH2:6][c:7]2[cH:8][cH:9][c:10]([C:13]#[N:14])[cH:11][c:12]21.[CH3:17][OH:18].[Na+:16].[O:19]1[CH2:20][CH2:21][O:22][CH2:23][CH2:24]1.[OH-:15]>>[NH:4]1[CH2:5][CH2:6][c:7]2[cH:8][cH:9][c:10]([C:13]#[N:14])[cH:11][c:12]21. The reactants are CC(CNS(=O)(=O)C(C)C)C1=CC=C(C=C1)CCCNC(=O)OCC1=CC=CC=C1 (N-{3-[4-(1-Methyl-2-{[(methylethyl)sulfonyl]amino}ethyl)phenyl]propyl}(phenylmethoxy)carboxamide). The reagents and catalysts are [Pd] (palladium on carbon). Product: title compound, NCCCC1=CC=C(C=C1)C(CNS(=O)(=O)C(C)C)C ({2-[4-(3-aminopropyl)phenyl]propyl}[(methylethyl)sulfonyl]amine). The yield is 116.0%. RXN SMILES: [CH3:1][CH:2]([C:11]1[CH:16]=[CH:15][C:14]([CH2:17][CH2:18][CH2:19][NH:20]C(OCC2C=CC=CC=2)=O)=[CH:13][CH:12]=1)[CH2:3][NH:4][S:5]([CH:8]([CH3:10])[CH3:9])(=[O:7])=[O:6]>[Pd]>[NH2:20][CH2:19][CH2:18][CH2:17][C:14]1[CH:13]=[CH:12][C:11]([CH:2]([CH3:1])[CH2:3][NH:4][S:5]([CH:8]([CH3:10])[CH3:9])(=[O:7])=[O:6])=[CH:16][CH:15]=1. Reported procedure: Scheme Vc, step B: N-{3-[4-(1-Methyl-2-{[(methylethyl)sulfonyl]amino}ethyl)phenyl]propyl}(phenylmethoxy)carboxamide (1 g, 2.31 mmol) and 10% palladium on carbon (0.5 g, 25 mole %) were combined and hydrogenation was carried out in a manner analogous to the procedure described in example 6 to provide the intermediate title compound, {2-[4-(3-aminopropyl)phenyl]propyl}[(methylethyl)sulfonyl]amine, (0.8 g, 87%) as a colorless oil. Electron spray M.S. 299 (M*+H). Starting materials: ClCCl, O=C(Cl)c1ccccc1Cl, COC(=O)c1ccc2c(c1)C(NCC(F)(F)F)CC2. Yields the product COC(=O)c1ccc2c(c1)C(N(CC(F)(F)F)C(=O)c1ccccc1Cl)CC2. RXN SMILES: [CH2:30]([Cl:31])[Cl:32].[Cl:20][C:21](=[O:22])[c:23]1[cH:24][cH:25][cH:26][cH:27][c:28]1[Cl:29].[F:1][C:2]([CH2:3][NH:4][CH:5]1[CH2:6][CH2:7][c:8]2[cH:9][cH:10][c:11]([C:14](=[O:15])[O:16][CH3:17])[cH:12][c:13]21)([F:18])[F:19]>>[F:1][C:2]([CH2:3][N:4]([CH:5]1[CH2:6][CH2:7][c:8]2[cH:9][cH:10][c:11]([C:14](=[O:15])[O:16][CH3:17])[cH:12][c:13]21)[C:21](=[O:22])[c:23]1[cH:24][cH:25][cH:26][cH:27][c:28]1[Cl:29])([F:18])[F:19]. Reactants: FC(F)(F)c1ccc(CNc2ccc(Br)cn2)cc1, [Li]CCCC, CON(C)C(C)=O, CCCCCC, [Cl-], [NH4+], C1CCOC1. Yields the product CC(=O)c1ccc(NCc2ccc(C(F)(F)F)cc2)nc1. RXN SMILES: [Br:1][c:2]1[cH:3][cH:4][c:5]([NH:8][CH2:9][c:10]2[cH:11][cH:12][c:13]([C:16]([F:17])([F:18])[F:19])[cH:14][cH:15]2)[n:6][cH:7]1.[CH2:20]([Li:21])[CH2:22][CH2:23][CH3:24].[CH3:25][O:26][N:27]([C:28]([CH3:29])=[O:30])[CH3:31].[CH3:39][CH2:40][CH2:41][CH2:42][CH2:43][CH3:44].[Cl-:32].[NH4+:33].[O:34]1[CH2:35][CH2:36][CH2:37][CH2:38]1>>[c:2]1([C:28]([CH3:29])=[O:30])[cH:3][cH:4][c:5]([NH:8][CH2:9][c:10]2[cH:11][cH:12][c:13]([C:16]([F:17])([F:18])[F:19])[cH:14][cH:15]2)[n:6][cH:7]1.